Dataset: the Open Reaction Database (ORD), a public repository of structured organic reaction records. Task: describe an organic reaction: reactants, conditions, products, and yield Reactants: C[N+](=CCl)C.[Cl-] (Vilsmeier reagent), Cl.NC1[C@@H]2N(C(=C(CS2)C=C(Cl)Cl)C(=O)OC(C2=CC=CC=C2)C2=CC=CC=C2)C1=O (benzhydryl 7-amino-3-(2,2-dichlorovinyl)-3-cephem-4-carboxylate hydrochloride), monotrimethylsilylacetamide, resultant mixture, CON=C(C(=O)O)C=1N=C(SC1)NC=O (2-methoxyimino-2-(2-formamidothiazol-4-yl)acetic acid), P(=O)(Cl)(Cl)Cl (phosphorus oxychloride). Run in C(C)(=O)OCC (ethyl acetate), C(C)(=O)OCC (ethyl acetate), O (water), O1CCCC1 (tetrahydrofuran), CN(C=O)C (N,N-dimethylformamide). Run at time 30 minute. Product: CON=C(C(=O)NC1[C@@H]2N(C(=C(CS2)C=C(Cl)Cl)C(=O)OC(C2=CC=CC=C2)C2=CC=CC=C2)C1=O)C=1N=C(SC1)NC=O (benzhydryl 7-[2-methoxyimino-2-(2-formamidothiazol-4-yl)acetamido]-3-(2,2-dichlorovinyl)-3-cephem-4-carboxylate). Yield: 67.5%. RXN SMILES: C[N+](C)=CCl.[Cl-].P(Cl)(Cl)(Cl)=O.[CH3:12][O:13][N:14]=[C:15]([C:19]1[N:20]=[C:21]([NH:24][CH:25]=[O:26])[S:22][CH:23]=1)[C:16]([OH:18])=O.Cl.[NH2:28][CH:29]1[C:56](=[O:57])[N:31]2[C:32]([C:40]([O:42][CH:43]([C:50]3[CH:55]=[CH:54][CH:53]=[CH:52][CH:51]=3)[C:44]3[CH:49]=[CH:48][CH:47]=[CH:46][CH:45]=3)=[O:41])=[C:33]([CH:36]=[C:37]([Cl:39])[Cl:38])[CH2:34][S:35][C@H:30]12>O1CCCC1.C(OCC)(=O)C.O.CN(C)C=O>[CH3:12][O:13][N:14]=[C:15]([C:19]1[N:20]=[C:21]([NH:24][CH:25]=[O:26])[S:22][CH:23]=1)[C:16]([NH:28][CH:29]1[C:56](=[O:57])[N:31]2[C:32]([C:40]([O:42][CH:43]([C:50]3[CH:51]=[CH:52][CH:53]=[CH:54][CH:55]=3)[C:44]3[CH:49]=[CH:48][CH:47]=[CH:46][CH:45]=3)=[O:41])=[C:33]([CH:36]=[C:37]([Cl:39])[Cl:38])[CH2:34][S:35][C@H:30]12)=[O:18] |f:0.1,4.5|. Procedure details: To a stirred suspension of Vilsmeier reagent prepared from N,N-dimethylformamide (0.56 ml) and phosphorus oxychloride (0.664 ml) in tetrahydrofuran (11 ml) in a usual manner was added 2-methoxyimino-2-(2-formamidothiazol-4-yl)acetic acid (syn isomer) (1.38 g) under ice-cooling and the mixture was stirred for 30 minutes at the same temperature. To a solution of benzhydryl 7-amino-3-(2,2-dichlorovinyl)-3-cephem-4-carboxylate hydrochloride (2.5 g) and monotrimethylsilylacetamide (3.95 g) in ethyl a... Starting materials: O=C([O-])O, CC(=O)O, CC(=O)OC(C)=O, [Na+], COc1nc(C)cnc1NS(=O)(=O)c1cccnc1-c1ccc(CC(C)CO)cc1. The product is COc1nc(C)cnc1NS(=O)(=O)c1cccnc1-c1ccc(CC(C)COC(C)=O)cc1. Reaction SMILES: [C:31](=[O:32])([O-:33])[OH:34].[CH3:36][C:37]([OH:38])=[O:39].[CH3:40][C:41]([O:42][C:43](=[O:44])[CH3:45])=[O:46].[Na+:35].[OH:1][CH2:2][CH:3]([CH2:4][c:5]1[cH:6][cH:7][c:8](-[c:11]2[n:12][cH:13][cH:14][cH:15][c:16]2[S:17](=[O:18])(=[O:19])[NH:20][c:21]2[n:22][cH:23][c:24]([CH3:29])[n:25][c:26]2[O:27][CH3:28])[cH:9][cH:10]1)[CH3:30]>>[O:1]([CH2:2][CH:3]([CH2:4][c:5]1[cH:6][cH:7][c:8](-[c:11]2[n:12][cH:13][cH:14][cH:15][c:16]2[S:17](=[O:18])(=[O:19])[NH:20][c:21]2[n:22][cH:23][c:24]([CH3:29])[n:25][c:26]2[O:27][CH3:28])[cH:9][cH:10]1)[CH3:30])[C:37]([CH3:36])=[O:38]. Reactants: C(C)(C)N1CCN(CC1)C(=O)C=1C=C2C=C(NC2=CC1)C(=O)N1CCN(CC1)S(=O)(=O)C ([5-(4-Isopropyl-piperazine-1-carbonyl)-1H-indol-2-yl]-(4-methanesulfonyl-piperazin-1-yl)-methanone), ClC=1C=C(C=CC1)B(O)O (3-chlorophenylboronic acid), N1=CC=CC=C1 (pyridine). The reagents and catalysts are C(C)(=O)[O-].[Cu+2].C(C)(=O)[O-] (copper(II) acetate). Run in C(Cl)(Cl)Cl (chloroform). Run at time 4.5 day. Product: ClC=1C=C(C=CC1)N1C(=CC2=CC(=CC=C12)C(=O)N1CCN(CC1)C(C)C)C(=O)N1CCN(CC1)S(=O)(=O)C ([1-(3-Chloro-phenyl)-5-(4-isopropyl-piperazine-1-carbonyl)-1H-indol-2-yl]-(4-methanesulfonyl-piperazin-1-yl)-methanone). The yield is 42.7%. As a reaction SMILES: [CH:1]([N:4]1[CH2:9][CH2:8][N:7]([C:10]([C:12]2[CH:13]=[C:14]3[C:18](=[CH:19][CH:20]=2)[NH:17][C:16]([C:21]([N:23]2[CH2:28][CH2:27][N:26]([S:29]([CH3:32])(=[O:31])=[O:30])[CH2:25][CH2:24]2)=[O:22])=[CH:15]3)=[O:11])[CH2:6][CH2:5]1)([CH3:3])[CH3:2].[Cl:33][C:34]1[CH:35]=[C:36](B(O)O)[CH:37]=[CH:38][CH:39]=1.N1C=CC=CC=1>C(Cl)(Cl)Cl.C([O-])(=O)C.[Cu+2].C([O-])(=O)C>[Cl:33][C:34]1[CH:39]=[C:38]([N:17]2[C:18]3[C:14](=[CH:13][C:12]([C:10]([N:7]4[CH2:8][CH2:9][N:4]([CH:1]([CH3:3])[CH3:2])[CH2:5][CH2:6]4)=[O:11])=[CH:20][CH:19]=3)[CH:15]=[C:16]2[C:21]([N:23]2[CH2:24][CH2:25][N:26]([S:29]([CH3:32])(=[O:30])=[O:31])[CH2:27][CH2:28]2)=[O:22])[CH:37]=[CH:36][CH:35]=1 |f:4.5.6|. Procedure details: A suspension of 0.20 g (0.43 mmol) [5-(4-isopropyl-piperazine-1-carbonyl)-1H-indol-2-yl]-(4-methanesulfonyl-piperazin-1-yl)-methanone (example 1), 0.20 g (1.30 mmol) 3-chlorophenylboronic acid, 0.16 g (0.86 mmol) copper(II) acetate and 0.14 mL (0.14 g, 1.73 mmol) pyridine in 5 mL chloroform was stirred 4.5 days at room temperature. The volatile components were evaporated under reduced pressure and the residue was purified by flash chromatography on silica gel with a gradient of dichloromethane:m... Reactants: ON1C(CCC1=O)=O (N-hydroxysuccinimide), COC(=O)[C@@H]1CC[C@H](CC1)C(=O)O (trans-4-(methoxycarbonyl)cyclohexanecarboxylic acid), C1(CCCCC1)N=C=NC1CCCCC1 (N,N′-dicyclohexylcarbodiimide). The solvent is C1CCOC1 (THF), C1CCOC1 (THF). Conditions: time 16 hour. Yields the product O=C1N(C(CC1)=O)OC(=O)[C@@H]1CC[C@H](CC1)C(=O)OC (Methyl trans-4-{[(2,5-dioxopyrrolidin-1-yl)oxy]carbonyl}cyclohexanecarboxylate). Yield: 78.0%. As a reaction SMILES: [OH:1][N:2]1[C:6](=[O:7])[CH2:5][CH2:4][C:3]1=[O:8].[CH3:9][O:10][C:11]([C@H:13]1[CH2:18][CH2:17][C@H:16]([C:19](O)=[O:20])[CH2:15][CH2:14]1)=[O:12].C1(N=C=NC2CCCCC2)CCCCC1>C1COCC1>[O:8]=[C:3]1[CH2:4][CH2:5][C:6](=[O:7])[N:2]1[O:1][C:19]([C@H:16]1[CH2:15][CH2:14][C@H:13]([C:11]([O:10][CH3:9])=[O:12])[CH2:18][CH2:17]1)=[O:20]. Procedure: A solution of N-hydroxysuccinimide (6.18 g, 0.0537 mol) and trans-4-(methoxycarbonyl)cyclohexanecarboxylic acid (10.00 g, 0.05370 mol) in THF (100.00 mL) was charged with (N,N′-dicyclohexylcarbodiimide (11.08 g, 0.0537 mol) in THF (16 mL). This reaction was stirred at rt for an additional 16 h then stirred at 45° C. for 1 h. The reaction mixture was filtered while still warm through a fritted funnel. The cake was washed with 3 more portions of THF and the filtrate was concentrated in vacuo and w... Starting materials: COc1cccc(OC(F)(F)F)c1, CCOC(C)=O, COc1ccccc1C1(N2CC(O)CC2C(=O)N(C)C)C(=O)Nc2ccc(Cl)cc21, [H-], [K+], [K+], [Na+], O=C([O-])[O-], CN(C)C=O, O, O=S(=O)(Cl)Cl. Yields the product COc1ccccc1C1(N2CC(O)CC2C(=O)N(C)C)C(=O)N(S(=O)(=O)c2ccc(OC(F)(F)F)cc2OC)c2ccc(Cl)cc21. As a reaction SMILES: [CH3:38][O:39][c:40]1[cH:41][cH:42][cH:43][c:44]([O:46][C:47]([F:48])([F:49])[F:50])[cH:45]1.[CH3:62][CH2:63][O:64][C:65]([CH3:66])=[O:67].[Cl:1][c:2]1[cH:3][c:4]2[c:8]([cH:9][cH:10]1)[NH:7][C:6](=[O:11])[C:5]2([c:12]1[c:13]([O:18][CH3:19])[cH:14][cH:15][cH:16][cH:17]1)[N:20]1[CH:21]([C:22](=[O:23])[N:24]([CH3:25])[CH3:26])[CH2:27][CH:28]([OH:30])[CH2:29]1.[H-:32].[K+:51].[K+:52].[Na+:31].[O-:53][C:54]([O-:55])=[O:56].[O:57]=[CH:58][N:59]([CH3:60])[CH3:61].[OH2:68].[S:33](=[O:34])(=[O:35])([Cl:36])[Cl:37]>>[Cl:1][c:2]1[cH:3][c:4]2[c:8]([cH:9][cH:10]1)[N:7]([S:33](=[O:34])(=[O:35])[c:41]1[c:40]([O:39][CH3:38])[cH:45][c:44]([O:46][C:47]([F:48])([F:49])[F:50])[cH:43][cH:42]1)[C:6](=[O:11])[C:5]2([c:12]1[c:13]([O:18][CH3:19])[cH:14][cH:15][cH:16][cH:17]1)[N:20]1[CH:21]([C:22](=[O:23])[N:24]([CH3:25])[CH3:26])[CH2:27][CH:28]([OH:30])[CH2:29]1. Reported procedure: 25 g (0.14 mol) of 4-methyl-5-trifluoromethyl-2,4-dihydro-3H-1,2,4-triazole-3-thione are dissolved in 250 ml of 2.5-molar sodium hydroxide solution, and 46.5 g of a 35% strength hydrogen peroxide solution (0.48 mol of H2O2) are added in the course of 60 minutes at a reaction temperature of 40° C. to 45° C. (external cooling). The mixture is stirred for 6 hours at 40° C.; excess oxidant is then decomposed using sodium hydrogen sulphite, and the solution is acidified with 18-molar hydrochloric aci... Solvent: [OH-].[Na+] (sodium hydroxide). Reaction conditions: temperature 40 celsius, time 6 hour. RXN SMILES: [CH3:1][N:2]1[C:6]([C:7]([F:10])([F:9])[F:8])=[N:5][NH:4][C:3]1=S.OO.[S:14]([O-:17])([OH:16])=[O:15].[Na+:18].Cl>[OH-].[Na+]>[CH3:1][N:2]1[C:6]([C:7]([F:10])([F:9])[F:8])=[N:5][N:4]=[C:3]1[S:14]([O-:17])(=[O:16])=[O:15].[Na+:18] |f:2.3,5.6,7.8|. Product: CN1C(=NN=C1C(F)(F)F)S(=O)(=O)[O-].[Na+] (sodium 4-methyl-5-trifluoromethyl-4H-1,2,4-triazole-3-sulphonate). Reactants: Cl (hydrochloric acid), CN1C(NN=C1C(F)(F)F)=S (4-methyl-5-trifluoromethyl-2,4-dihydro-3H-1,2,4-triazole-3-thione), S(=O)(O)[O-].[Na+] (sodium hydrogen sulphite), OO (hydrogen peroxide). Yield: 73.0%. The reactants are ClCCl, COC(=O)c1ccc(OCCc2c(CCC(=O)O)n(C(c3ccccc3)c3ccccc3)c3ccc(Cl)cc23)cc1, O=C(Cl)C(=O)Cl. Yields the product COC(=O)c1ccc(OCCc2c(CCCO)n(C(c3ccccc3)c3ccccc3)c3ccc(Cl)cc23)cc1. RXN SMILES: [CH2:48]([Cl:49])[Cl:50].[CH3:1][O:2][C:3]([c:4]1[cH:5][cH:6][c:7]([O:10][CH2:11][CH2:12][c:13]2[c:14]([CH2:36][CH2:37][C:38](=[O:39])[OH:40])[n:15]([CH:23]([c:24]3[cH:25][cH:26][cH:27][cH:28][cH:29]3)[c:30]3[cH:31][cH:32][cH:33][cH:34][cH:35]3)[c:16]3[cH:17][cH:18][c:19]([Cl:22])[cH:20][c:21]23)[cH:8][cH:9]1)=[O:41].[Cl:42][C:43]([C:44]([Cl:45])=[O:46])=[O:47]>>[CH3:1][O:2][C:3]([c:4]1[cH:5][cH:6][c:7]([O:10][CH2:11][CH2:12][c:13]2[c:14]([CH2:36][CH2:37][CH2:38][OH:39])[n:15]([CH:23]([c:24]3[cH:25][cH:26][cH:27][cH:28][cH:29]3)[c:30]3[cH:31][cH:32][cH:33][cH:34][cH:35]3)[c:16]3[cH:17][cH:18][c:19]([Cl:22])[cH:20][c:21]23)[cH:8][cH:9]1)=[O:41]. Starting materials: C(C)(=O)O[BH-](OC(C)=O)OC(C)=O.[Na+] (sodium triacetoxyborohydride), C(C)N(C(=O)[C@H]1CN2C(C([C@H]1CC2)=O)C(C2=CC=CC=C2)C2=CC=CC=C2)CC ((3R*,4S*)-N,N-Diethyl-6-diphenylmethyl-5-oxo-1-azabicyclo[2.2.2]octane-3-carboxamide), COC1=C(CN)C=C(C=C1)OC (2,5-dimethoxybenzyl amine), C12(C(=O)CC(CC1)C2(C)C)CS(=O)(=O)O (camphor sulfonic acid). Solvent: C(C)(=O)O (acetic acid), C1(=CC=CC=C1)C (toluene), O (water). Conditions: time 4 hour. Product: C(C)N(C(=O)[C@H]1CN2[C@H]([C@H]([C@H]1CC2)NCC2=C(C=CC(=C2)OC)OC)C(C2=CC=CC=C2)C2=CC=CC=C2)CC ((3R*,4S*,5S*,6S*)-N,N-Diethyl-5-(2,5-dimethoxybenzylamino)-6-diphenylmethyl-1-azabicyclo[2.2.2]octane-3-carboxamide). Yield: 44.0%. RXN SMILES: [CH2:1]([N:3]([CH2:28][CH3:29])[C:4]([C@@H:6]1[C@@H:11]2[CH2:12][CH2:13][N:8]([CH:9]([CH:15]([C:22]3[CH:27]=[CH:26][CH:25]=[CH:24][CH:23]=3)[C:16]3[CH:21]=[CH:20][CH:19]=[CH:18][CH:17]=3)[C:10]2=O)[CH2:7]1)=[O:5])[CH3:2].[CH3:30][O:31][C:32]1[CH:39]=[CH:38][C:37]([O:40][CH3:41])=[CH:36][C:33]=1[CH2:34][NH2:35].C12(CS(O)(=O)=O)C(C)(C)C(CC1)CC2=O.C(O[BH-](OC(=O)C)OC(=O)C)(=O)C.[Na+]>C1(C)C=CC=CC=1.C(O)(=O)C.O>[CH2:1]([N:3]([CH2:28][CH3:29])[C:4]([C@@H:6]1[C@@H:11]2[CH2:12][CH2:13][N:8]([C@@H:9]([CH:15]([C:16]3[CH:21]=[CH:20][CH:19]=[CH:18][CH:17]=3)[C:22]3[CH:23]=[CH:24][CH:25]=[CH:26][CH:27]=3)[C@H:10]2[NH:35][CH2:34][C:33]2[CH:36]=[C:37]([O:40][CH3:41])[CH:38]=[CH:39][C:32]=2[O:31][CH3:30])[CH2:7]1)=[O:5])[CH3:2] |f:3.4|. Procedure details: A mixture of 23 (3.9 g, 10 mmol), 2,5-dimethoxybenzyl amine (1.9 g, 11 mmol) (Acta. Chem. Scand., 25. p. 2629 (1971)) and camphor sulfonic acid (120 mg) in toluene (40 ml) was heated at reflux with removal of water for 8 hours and then the solvent was removed. The residue was dissolved in small amount of THF (c.a. 5 ml) and this solution was added to a solution of sodium triacetoxyborohydride (5.3 g, 25 mmol) in acetic acid (100 ml) at room temperature. The mixture was stirred at room temperatur... Procedure: Preparation of 6-(4-isobutylphenyl)decanoic acid Chromium(VI) oxide was dissolved in an aqueous solution of sulfuric acid, and diluted with water to give a Jones reagent. Product: CC(=O)C.OS(=O)(=O)O.O=[Cr](=O)=O (Jones reagent). Solvent: O (water). The reactants are [O-2].[Cr+6].C(C(C)C)C1=CC=C(C=C1)C(CCCCC(=O)O)CCCC.[O-2].[O-2] (6-(4-isobutylphenyl)decanoic acid Chromium(VI) oxide), S(O)(O)(=O)=O (sulfuric acid). As a reaction SMILES: [O-2:1].[Cr+6:2].[CH2:3]([C:7]1C=CC(C(CCCC)CCCCC(O)=O)=CC=1)[CH:4](C)C.[O-2:25].[O-2:26].[S:27](=[O:31])(=[O:30])([OH:29])[OH:28]>O>[CH3:4][C:3]([CH3:7])=[O:1].[OH:30][S:27]([OH:31])(=[O:29])=[O:28].[O:1]=[Cr:2](=[O:26])=[O:25] |f:0.1.2.3.4,7.8.9|. Run at time 8 hour. Procedure: A round-bottom flask equipped with a magnetic stir bar was charged with (E)-ethyl 3-(4-((E)-2-(2-chloro-4-fluorophenyl)-1-(1H-indazol-5-yl)but-1-en-1-yl)phenyl)acrylate hydrochloride (198.5 g, 388 mmol; Compound 194) and ethyl alcohol (517 mL). A solution of LiOH (27.9 g, 1164 mmol) in water (388 mL) was added, and the mixture was stirred at room temperature overnight. The ethyl alcohol was removed by rotary evaporation, and the remaining solution was cooled to 0° C. and acidified with 2M aqueou... As a reaction SMILES: Cl.[Cl:2][C:3]1[CH:8]=[C:7]([F:9])[CH:6]=[CH:5][C:4]=1/[C:10](/[CH2:34][CH3:35])=[C:11](\[C:21]1[CH:26]=[CH:25][C:24](/[CH:27]=[CH:28]/[C:29]([O:31]CC)=[O:30])=[CH:23][CH:22]=1)/[C:12]1[CH:13]=[C:14]2[C:18](=[CH:19][CH:20]=1)[NH:17][N:16]=[CH:15]2.C(O)C.[Li+].[OH-]>O>[Cl:2][C:3]1[CH:8]=[C:7]([F:9])[CH:6]=[CH:5][C:4]=1/[C:10](/[CH2:34][CH3:35])=[C:11](\[C:21]1[CH:26]=[CH:25][C:24](/[CH:27]=[CH:28]/[C:29]([OH:31])=[O:30])=[CH:23][CH:22]=1)/[C:12]1[CH:13]=[C:14]2[C:18](=[CH:19][CH:20]=1)[NH:17][N:16]=[CH:15]2 |f:0.1,3.4|. Yields the product ClC1=C(C=CC(=C1)F)/C(=C(/C=1C=C2C=NNC2=CC1)\C1=CC=C(C=C1)/C=C/C(=O)O)/CC ((E)-3-(4-((E)-2-(2-Chloro-4-fluorophenyl)-1-(1H-indazol-5-yl)but-1-en-1-yl)phenyl)acrylic acid). The solvent is O (water). Yield: 71.5%. Starting materials: Cl.ClC1=C(C=CC(=C1)F)/C(=C(/C=1C=C2C=NNC2=CC1)\C1=CC=C(C=C1)/C=C/C(=O)OCC)/CC ((E)-ethyl 3-(4-((E)-2-(2-chloro-4-fluorophenyl)-1-(1H-indazol-5-yl)but-1-en-1-yl)phenyl)acrylate hydrochloride), Cl.ClC1=C(C=CC(=C1)F)/C(=C(/C=1C=C2C=NNC2=CC1)\C1=CC=C(C=C1)/C=C/C(=O)OCC)/CC ((E)-ethyl 3-(4-((E)-2-(2-chloro-4-fluorophenyl)-1-(1H-indazol-5-yl)but-1-en-1-yl)phenyl)acrylate hydrochloride), C(C)O (ethyl alcohol), [Li+].[OH-] (LiOH).